This data is from the Open Reaction Database (ORD), a public repository of structured organic reaction records. The task is: describe an organic reaction: reactants, conditions, products, and yield The reactants are CC(=O)O, CO, CC(C)(C)OC(=O)NN, O=C1CN(C(c2ccccc2)c2ccccc2)C1. Product: CC(C)(C)OC(=O)NN=C1CN(C(c2ccccc2)c2ccccc2)C1. RXN SMILES: [CH3:28][C:29](=[O:30])[OH:31].[CH3:32][OH:33].[NH:19]([NH2:20])[C:21](=[O:22])[O:23][C:24]([CH3:25])([CH3:26])[CH3:27].[c:1]1([CH:7]([N:8]2[CH2:9][C:10](=[O:12])[CH2:11]2)[c:13]2[cH:14][cH:15][cH:16][cH:17][cH:18]2)[cH:2][cH:3][cH:4][cH:5][cH:6]1>>[c:1]1([CH:7]([N:8]2[CH2:9][C:10](=[N:20][NH:19][C:21](=[O:22])[O:23][C:24]([CH3:25])([CH3:26])[CH3:27])[CH2:11]2)[c:13]2[cH:14][cH:15][cH:16][cH:17][cH:18]2)[cH:2][cH:3][cH:4][cH:5][cH:6]1. Starting materials: C(C)(=O)[O-].[NH4+] (Ammonium acetate), C(C1=CC=CC=C1)N1CC(C(C(C1)CC)=O)CC (1-benzyl-3,5-diethyl-4-piperidone), C(#N)[BH3-].[Na+] (sodium cyanoborohydride). Run in CO (methanol). Reaction conditions: temperature 0 celsius, time 4 hour. Product: NC1C(CN(CC1CC)CC1=CC=CC=C1)CC (4-amino-1-benzyl-3,5-diethylpiperidine). As a reaction SMILES: C([O-])(=O)C.[NH4+].[CH2:6]([N:13]1[CH2:18][CH:17]([CH2:19][CH3:20])[C:16](=O)[CH:15]([CH2:22][CH3:23])[CH2:14]1)[C:7]1[CH:12]=[CH:11][CH:10]=[CH:9][CH:8]=1.C([BH3-])#[N:25].[Na+]>CO>[NH2:25][CH:16]1[CH:17]([CH2:19][CH3:20])[CH2:18][N:13]([CH2:6][C:7]2[CH:12]=[CH:11][CH:10]=[CH:9][CH:8]=2)[CH2:14][CH:15]1[CH2:22][CH3:23] |f:0.1,3.4|. Procedure: Ammonium acetate (10 g, 130 mmol) was added to the stirred solution of 1-benzyl-3,5-diethyl-4-piperidone (3.5 g, 14.3 mmol) in methanol (50 ml) and stirring was continued for 4 hr at ambient temperature. The resulting mixture was cooled at 0° C. and sodium cyanoborohydride (0.45 g, 7.14 mmol) was added to it. Cooling was removed after 10 min. and resulting mixture was stirred for 10 hr at ambient temperature. The reaction mixture was concentrated to dryness, triturated with water, acidified with... Reactants: CC(C)c1ccc2c(Nc3cc(C(=O)NCCc4ccccc4)ccc3Sc3ccc(NC(=O)OCC(Cl)(Cl)Cl)cc3)ncnc2n1, Cl, [Na+], C1CCOC1, [OH-], O. Product: CC(C)c1ccc2c(Nc3cc(C(=O)NCCc4ccccc4)ccc3Sc3ccc(N)cc3)ncnc2n1. As a reaction SMILES: [Cl:1][C:2]([Cl:3])([Cl:4])[CH2:5][O:45][C:46]([NH:6][c:7]1[cH:8][cH:9][c:10]([S:13][c:14]2[c:15]([NH:31][c:32]3[c:33]4[c:34]([n:35][cH:36][n:37]3)[n:38][c:39]([CH:42]([CH3:43])[CH3:44])[cH:40][cH:41]4)[cH:16][c:17]([C:20]([NH:21][CH2:22][CH2:23][c:24]3[cH:25][cH:26][cH:27][cH:28][cH:29]3)=[O:30])[cH:18][cH:19]2)[cH:11][cH:12]1)=[O:47].[ClH:50].[Na+:49].[O:51]1[CH2:52][CH2:53][CH2:54][CH2:55]1.[OH-:48].[OH2:56]>>[NH2:6][c:7]1[cH:8][cH:9][c:10]([S:13][c:14]2[c:15]([NH:31][c:32]3[c:33]4[c:34]([n:35][cH:36][n:37]3)[n:38][c:39]([CH:42]([CH3:43])[CH3:44])[cH:40][cH:41]4)[cH:16][c:17]([C:20]([NH:21][CH2:22][CH2:23][c:24]3[cH:25][cH:26][cH:27][cH:28][cH:29]3)=[O:30])[cH:18][cH:19]2)[cH:11][cH:12]1. Starting materials: Cl.OC12[C@H](OC(C1CNCC1C3([C@@H](OC1=O)C1=C(CCC[C@@]1(CC3)C)C)O)=O)C3=C(CCC[C@]3(CC2)C)C ((5aS,9bR)-3a-Hydroxy-3-((((5aR,9bS)-3a-hydroxy-5a,9-dimethyl-2-oxo-2,3,3a,4,5,5a,6,7,8,9b-decahydronaphtho[1,2-b]furan-3-yl)methylamino)methyl)-5a,9-dimethyl-3,3a,4,5,5a,6,7,8-octahydronaphtho[1,2-b]furan-2(9bH)-one hydrochloride), C(C)(=O)OC(C)=O (acetic anhydride), TEA. The solvent is C(C)#N (acetonitrile). Run at temperature 25 celsius, time 2 hour. Product: OC12[C@@H](OC(C1CN(C(C)=O)CC1C3([C@H](OC1=O)C1=C(CCC[C@]1(CC3)C)C)O)=O)C3=C(CCC[C@@]3(CC2)C)C (N-(((5aR,9bS)-3a-Hydroxy-5a,9-dimethyl-2-oxo-2,3,3a,4,5,5a,6,7,8,9b-decahydronaphtho[1,2-b]furan-3-yl)methyl)-N-(((5aS,9bR)-3a-hydroxy-5a,9-dimethyl-2-oxo-2,3,3a,4,5,5a,6,7,8,9b-decahydronaphtho[1,2-b]furan-3-yl)methyl)acetamide). As a reaction SMILES: Cl.[OH:2][C:3]12[CH2:36][CH2:35][C@@:34]3([CH3:37])[C:29](=[C:30]([CH3:38])[CH2:31][CH2:32][CH2:33]3)[C@H:4]1[O:5][C:6](=[O:28])[CH:7]2[CH2:8][NH:9][CH2:10][CH:11]1[C:15](=[O:16])[O:14][C@H:13]2[C:17]3[C@@:22]([CH3:25])([CH2:23][CH2:24][C:12]12[OH:27])[CH2:21][CH2:20][CH2:19][C:18]=3[CH3:26].[C:39](OC(=O)C)(=[O:41])[CH3:40]>C(#N)C>[OH:2][C:3]12[CH2:36][CH2:35][C@:34]3([CH3:37])[C:29](=[C:30]([CH3:38])[CH2:31][CH2:32][CH2:33]3)[C@@H:4]1[O:5][C:6](=[O:28])[CH:7]2[CH2:8][N:9]([CH2:10][CH:11]1[C:15](=[O:16])[O:14][C@@H:13]2[C:17]3[C@:22]([CH3:25])([CH2:23][CH2:24][C:12]12[OH:27])[CH2:21][CH2:20][CH2:19][C:18]=3[CH3:26])[C:39](=[O:41])[CH3:40] |f:0.1|. Reported procedure: The compound obtained in step 1 of example 55 (200 mg, 0.389 mmole) was dissolved in dry acetonitrile (4 mL) and to it acetic anhydride (43.78 mg, 0.426 mmole) and TEA (59.04 mg, 0.58 mmole) were added. The reaction mixture was stirred at room temperature (25° C.) for 2 hours. Reaction mixture was concentrated and crude product was purified by column chromatography (silica gel, 30% ethyl acetate in petroleum ether) to obtain the title compound.